Task: describe an organic reaction: reactants, conditions, products, and yield. Dataset: the Open Reaction Database (ORD), a public repository of structured organic reaction records Reactants: ClC=1C=CC=2N(N1)C(=CN2)C(=O)C=2C=C1C=CC=NC1=CC2F ((6-chloroimidazo[1,2-b]pyridazin-3-yl)(7-fluoroquinolin-6-yl)methanone), C[Mg]I (MeMgI). The solvent is C1CCOC1 (THF). Product: ClC=1C=CC=2N(N1)C(=CN2)C(C)(O)C=2C=C1C=CC=NC1=CC2F (1-(6-Chloroimidazo[1,2-b]pyridazin-3-yl)-1-(7-fluoroquinolin-6-yl)ethanol). Isolated yield 95.4%. Reaction SMILES: [Cl:1][C:2]1[CH:3]=[CH:4][C:5]2[N:6]([C:8]([C:11]([C:13]3[CH:14]=[C:15]4[C:20](=[CH:21][C:22]=3[F:23])[N:19]=[CH:18][CH:17]=[CH:16]4)=[O:12])=[CH:9][N:10]=2)[N:7]=1.[CH3:24][Mg]I>C1COCC1>[Cl:1][C:2]1[CH:3]=[CH:4][C:5]2[N:6]([C:8]([C:11]([C:13]3[CH:14]=[C:15]4[C:20](=[CH:21][C:22]=3[F:23])[N:19]=[CH:18][CH:17]=[CH:16]4)([OH:12])[CH3:24])=[CH:9][N:10]=2)[N:7]=1. Procedure: To a solution of (6-chloroimidazo[1,2-b]pyridazin-3-yl)(7-fluoroquinolin-6-yl)methanone (2.93 g, 6.73 mmol) in THF (80 mL) was added MeMgI solution (3 M in THF, 4.48 mL, 13.45 mmol) and the resulting solution was stirred at reflux for 5 h. Then the reaction mixture was cooled to rt, quenched with water, washed with NH4Cl solution and extracted by DCM. The combined organic layers were dried over Na2SO4 and concentrated under reduced pressure to afford 2.2 g (95%) of the title compound which was u...